From a dataset of the Open Reaction Database (ORD), a public repository of structured organic reaction records. describe an organic reaction: reactants, conditions, products, and yield Reactants: ethyl 3-ethoxy-2-pentafluorobenzoylacrylate, FC1=C(C(=O)CC(=O)OCC)C(=C(C(=C1F)F)F)F (ethyl 2,3,4,5,6-pentafluorobenzoylacetate), NC1=NC(=C(C=C1F)F)NCC1=CC=C(C=C1)OC (2-amino-3,5-difluoro-6-(p-methoxybenzylamino)pyridine), C(C=C)(=O)OCC (ethyl acrylate). Run in C(Cl)(Cl)Cl (chloroform). Conditions: temperature 90 celsius, time 15 minute. Product: FC=1C(=NC(=C(C1)F)NCC1=CC=C(C=C1)OC)N1C=C(C(C2=C(C(=C(C(=C12)F)F)F)F)=O)C(=O)OCC (ethyl 1-[3,5-difluoro-6-(p-methoxybenzylamino)pyridine-2-yl]-5,6,7,8-tetrafluoro-4-oxo-1,4-dihydroquinoline-3-carboxylate). Reaction SMILES: F[C:2]1[C:15]([F:16])=[C:14]([F:17])[C:13]([F:18])=[C:12]([F:19])[C:3]=1[C:4]([CH2:6][C:7]([O:9][CH2:10][CH3:11])=[O:8])=[O:5].[NH2:20][C:21]1[C:26]([F:27])=[CH:25][C:24]([F:28])=[C:23]([NH:29][CH2:30][C:31]2[CH:36]=[CH:35][C:34]([O:37][CH3:38])=[CH:33][CH:32]=2)[N:22]=1.[C:39](OCC)(=O)C=C>C(Cl)(Cl)Cl>[F:27][C:26]1[C:21]([N:20]2[C:2]3[C:3](=[C:12]([F:19])[C:13]([F:18])=[C:14]([F:17])[C:15]=3[F:16])[C:4](=[O:5])[C:6]([C:7]([O:9][CH2:10][CH3:11])=[O:8])=[CH:39]2)=[N:22][C:23]([NH:29][CH2:30][C:31]2[CH:36]=[CH:35][C:34]([O:37][CH3:38])=[CH:33][CH:32]=2)=[C:24]([F:28])[CH:25]=1. Procedure: To 20 ml of chloroform solution of ethyl 3-ethoxy-2-pentafluorobenzoylacrylate prepared from 5.6 g of ethyl 2,3,4,5,6-pentafluorobenzoylacetate by normal process was added 2-amino-3,5-difluoro-6-(p-methoxybenzylamino)pyridine until the disappearance of the ethyl acrylate spot in TLC analysis. The solution was concentrated under reduced pressure. To the residue were added 4.3 g of anhydrous potassium carbonate and 15 ml of N,N-dimethylformamide, and the mixture was stirred at 90° C. for 15 minute... Starting materials: C(C1CO1)OC1=CC=CC=C1 (phenyl glycidyl ether), C(C)(C)(C)C1=CC(=CC(=C1O)C(C)(C)C)C (2,6-di-t-butyl-p-cresol), epoxide, C(C=C)(=O)O (acrylic acid). Reaction SMILES: [CH2:1]([O:5][C:6]1[CH:11]=[CH:10][CH:9]=[CH:8][CH:7]=1)[CH:2]1[O:4][CH2:3]1.C(C1C(O)=C(C(C)(C)C)C=C(C)C=1)(C)(C)C.[C:28]([OH:32])(=[O:31])[CH:29]=[CH2:30]>[Cl-].C[N+](C)(C)C>[C:28]([O:32][CH2:3][CH:2]([OH:4])[CH2:1][O:5][C:6]1[CH:11]=[CH:10][CH:9]=[CH:8][CH:7]=1)(=[O:31])[CH:29]=[CH2:30] |f:3.4|. Procedure: To 3000 g of phenyl glycidyl ether (epoxide content 6.16 equiv./kg) containing 9 g of tetramethylammonium chloride and 6 g of 2,6-di-t-butyl-p-cresol, stirred at 100°, was added 1332 g of acrylic acid over one hour. The mixture was stirred at 100° for a further 4 hours, by which time the epoxide content was 0.91 equiv./kg and the viscosity was 60 cP at 25°, to yield 3-phenoxy-2-hydroxypropyl acrylate. Product: C(C=C)(=O)OCC(COC1=CC=CC=C1)O (3-phenoxy-2-hydroxypropyl acrylate). Reagents/catalysts: [Cl-].C[N+](C)(C)C (tetramethylammonium chloride). Reactants: CCc1nc2c(C)cc(C)nc2n1Cc1ccc2c(ccn2C(=O)c2ccccc2C(N)=O)c1, CCOC(C)=O, C[Si](C)(C)C=[N+]=[N-], CC(=O)O, CCCCCC, ClCCl. Product: CCc1nc2c(C)cc(C)nc2n1Cc1ccc2c(ccn2C(=O)c2ccccc2C(=O)NC)c1. Reaction SMILES: [C:1]([NH2:2])(=[O:3])[c:4]1[c:5]([C:6](=[O:7])[n:8]2[cH:9][cH:10][c:11]3[cH:12][c:13]([CH2:17][n:18]4[c:19]([CH2:29][CH3:30])[n:20][c:21]5[c:22]4[n:23][c:24]([CH3:28])[cH:25][c:26]5[CH3:27])[cH:14][cH:15][c:16]23)[cH:31][cH:32][cH:33][cH:34]1.[C:46]([O:47][CH2:48][CH3:49])(=[O:50])[CH3:51].[CH3:35][Si:36]([CH:37]=[N+:38]=[N-:39])([CH3:40])[CH3:41].[CH3:42][C:43](=[O:44])[OH:45].[CH3:52][CH2:53][CH2:54][CH2:55][CH2:56][CH3:57].[Cl:58][CH2:59][Cl:60]>>[C:1]([NH:2][CH3:35])(=[O:3])[c:4]1[c:5]([C:6](=[O:7])[n:8]2[cH:9][cH:10][c:11]3[cH:12][c:13]([CH2:17][n:18]4[c:19]([CH2:29][CH3:30])[n:20][c:21]5[c:22]4[n:23][c:24]([CH3:28])[cH:25][c:26]5[CH3:27])[cH:14][cH:15][c:16]23)[cH:31][cH:32][cH:33][cH:34]1. Reagents/catalysts: [Pd] (palladium). Reported procedure: 71.5 g (0.23 mol) of N-(4-(4-fluorophenyl)-3-butenyloxy)-phthalimide (prepared according to German Laid-Open Application DOS 3,838,310) were dissolved in 300 ml of tetrahydrofuran, 2 g of palladium on active carbon (10% strength) were added and hydrogenation was carried out under slightly superatmospheric pressure until 1.2 times the theoretical amount of hydrogen had been consumed. The reactants are FC1=CC=C(C=C1)C=CCCON1C(C=2C(C1=O)=CC=CC2)=O (N-(4-(4-fluorophenyl)-3-butenyloxy)-phthalimide), [H][H] (hydrogen). Run in O1CCCC1 (tetrahydrofuran). Reaction SMILES: [F:1][C:2]1[CH:7]=[CH:6][C:5]([CH:8]=[CH:9][CH2:10][CH2:11][O:12][N:13]2[C:17](=[O:18])[C:16]3=[CH:19][CH:20]=[CH:21][CH:22]=[C:15]3[C:14]2=[O:23])=[CH:4][CH:3]=1.[H][H]>O1CCCC1.[Pd]>[F:1][C:2]1[CH:3]=[CH:4][C:5]([CH2:8][CH2:9][CH2:10][CH2:11][O:12][N:13]2[C:17](=[O:18])[C:16]3=[CH:19][CH:20]=[CH:21][CH:22]=[C:15]3[C:14]2=[O:23])=[CH:6][CH:7]=1. Yields the product FC1=CC=C(C=C1)CCCCON1C(C=2C(C1=O)=CC=CC2)=O (N-(4-(4-Fluorophenyl)-butoxy)-phthalimide). Starting materials: C(C1=CC=CC=C1)OC(NCC1CCC(CC1)N)=O ((4-amino-cyclohexylmethyl)-carbamic acid benzyl ester), C(=O)([O-])[O-].[K+].[K+] (K2CO3), BrCCCCBr (1,4-dibromobutane). The solvent is CN(C)C=O (DMF), CCOC(=O)C (EtOAc). Reaction conditions: time 14 hour. Product: C(C1=CC=CC=C1)OC(NCC1CCC(CC1)N1CCCC1)=O ((4-pyrrolidin-1-yl-cyclohexylmethyl)-carbamic acid benzyl ester). The yield is 82.8%. As a reaction SMILES: [CH2:1]([O:8][C:9](=[O:19])[NH:10][CH2:11][CH:12]1[CH2:17][CH2:16][CH:15]([NH2:18])[CH2:14][CH2:13]1)[C:2]1[CH:7]=[CH:6][CH:5]=[CH:4][CH:3]=1.C([O-])([O-])=O.[K+].[K+].Br[CH2:27][CH2:28][CH2:29][CH2:30]Br>CN(C=O)C.CCOC(C)=O>[CH2:1]([O:8][C:9](=[O:19])[NH:10][CH2:11][CH:12]1[CH2:17][CH2:16][CH:15]([N:18]2[CH2:30][CH2:29][CH2:28][CH2:27]2)[CH2:14][CH2:13]1)[C:2]1[CH:3]=[CH:4][CH:5]=[CH:6][CH:7]=1 |f:1.2.3|. Procedure details: To a solution of (4-amino-cyclohexylmethyl)-carbamic acid benzyl ester (350 mg, 1.34 mmol) in DMF (5 mL) was added K2CO3 (924 mg, 6.70 mmol) and 1,4-dibromobutane (160 mL, 1.34 mmol). The reaction mixture was stirred at room temperature for 14 h before diluting with EtOAc (100 mL). The reaction solution was washed with water (2×100 mL) and brine before concentrating in vacuo. The residue was purified by chromatography using a 12 g ISCO combi-flash cartridge (silica gel, 95:4.75:0.25 DCM/MeOH/NH4... Reactants: [Cl-].[Al+3].[Cl-].[Cl-] (aluminum chloride), C(C1=CC=CC=C1)(=O)Cl (benzoyl chloride), C1(=CC=CC=C1)C12CNCC2C1 (1-phenyl-3-azabicyclo[3.1.0]hexane). Run in ClCCl (dichloromethane). Reaction conditions: temperature 0 celsius, time 10 minute. Product: Cl.C12(CNCC2C1)C1=CC=C(C=C1)C(C1=CC=CC=C1)=O (4'-(3-Azabicyclo[3.1.0]hex-1-yl)-benzophenone hydrochloride). RXN SMILES: [Cl-].[Al+3].[Cl-].[Cl-].[C:5]([Cl:13])(=[O:12])[C:6]1[CH:11]=[CH:10][CH:9]=[CH:8][CH:7]=1.[C:14]1([C:20]23[CH2:25][CH:24]2[CH2:23][NH:22][CH2:21]3)[CH:19]=[CH:18][CH:17]=[CH:16][CH:15]=1>ClCCl>[ClH:13].[C:20]12([C:14]3[CH:15]=[CH:16][C:17]([C:5](=[O:12])[C:6]4[CH:11]=[CH:10][CH:9]=[CH:8][CH:7]=4)=[CH:18][CH:19]=3)[CH2:25][CH:24]1[CH2:23][NH:22][CH2:21]2 |f:0.1.2.3,7.8|. Procedure details: A mixture of 12.9 g. of aluminum chloride and 9.7 g. of benzoyl chloride in 55 ml. of dichloromethane is stirred at -10° C. To this is added 5.6 g. of 1-phenyl-3-azabicyclo[3.1.0]hexane over a period of 10 minutes while the temperature is maintained at -10° C. to -5° C. The reaction is then stirred at 0° C. for 10 minutes, and then at room temperature for two days. The mixture is carefully poured onto ice and then extracted with dichloromethane. The extract is dried, filtered, and then concentra... As a reaction SMILES: [CH2:1]([N:8]1[CH2:12][CH:11]2[O:13][CH:10]2[CH2:9]1)[C:2]1[CH:7]=[CH:6][CH:5]=[CH:4][CH:3]=1.[CH2:14]([O:21][C:22]1[CH:27]=[CH:26][C:25]([OH:28])=[CH:24][CH:23]=1)[C:15]1[CH:20]=[CH:19][CH:18]=[CH:17][CH:16]=1>>[C:15]1([CH2:14][O:21][C:22]2[CH:23]=[CH:24][C:25]([O:28][C@@H:11]3[CH2:12][N:8]([CH2:1][C:2]4[CH:3]=[CH:4][CH:5]=[CH:6][CH:7]=4)[CH2:9][C@H:10]3[OH:13])=[CH:26][CH:27]=2)[CH:16]=[CH:17][CH:18]=[CH:19][CH:20]=1. Procedure: A mixture of 40 g. of 1-benzyl-3,4-epoxypyrrolidine and 42 g. of 4-benzoxyphenol was heated at 130° C. for 8 hr. On cooling, the mixture crystallized. Three crystallizations from petroleum ether-cyclohexane gave fluffy white crystals melting at 98.0°-100.0° C. The yield was 6.0 g. (8%). The reactants are C(C1=CC=CC=C1)N1CC2C(C1)O2 (1-benzyl-3,4-epoxypyrrolidine), C(C1=CC=CC=C1)OC1=CC=C(C=C1)O (4-benzoxyphenol). The product is C1(=CC=CC=C1)COC1=CC=C(O[C@H]2[C@@H](CN(C2)CC2=CC=CC=C2)O)C=C1 (Trans-4-[4-(phenylmethoxy)phenoxy]-1-phenylmethyl-3-pyrrolidinol). Reactants: ClC1=C(C=C(C(=C1)Cl)OCC#C)N1N=C(NC1=O)CCC1CO1 (2-[2,4-dichloro-5-(2-propynyloxy)-phenyl]-2,4-dihydro-5-(3,4-epoxybutyl)-3H-1,2,4-triazol-3-one), C([O-])([O-])=O.[K+].[K+] (potassium carbonate). Run in C(C)#N (acetonitrile). Product: ClC1=C(C=C(C(=C1)Cl)OCC#C)N1N=C2N(CC(CC2)O)C1=O (5,6,7,8-tetrahydro-2-[2,4-dichloro-5-(2-propynyloxy)phenyl]-6-hydroxy- 1,2,4-triazolo[4.3-α]pyridin-3(2H)-one). Yield: 36.8%. As a reaction SMILES: [Cl:1][C:2]1[CH:7]=[C:6]([Cl:8])[C:5]([O:9][CH2:10][C:11]#[CH:12])=[CH:4][C:3]=1[N:13]1[C:17](=[O:18])[NH:16][C:15]([CH2:19][CH2:20][CH:21]2[O:23][CH2:22]2)=[N:14]1.C(=O)([O-])[O-].[K+].[K+]>C(#N)C>[Cl:1][C:2]1[CH:7]=[C:6]([Cl:8])[C:5]([O:9][CH2:10][C:11]#[CH:12])=[CH:4][C:3]=1[N:13]1[C:17](=[O:18])[N:16]2[CH2:22][CH:21]([OH:23])[CH2:20][CH2:19][C:15]2=[N:14]1 |f:1.2.3|. Procedure details: A mixture of 500 mg (1.41 mmol) of 2-[2,4-dichloro-5-(2-propynyloxy)-phenyl]-2,4-dihydro-5-(3,4-epoxybutyl)-3H-1,2,4-triazol-3-one and 563 mg (4.08 mmol) of potassium carbonate in 20 mL of acetonitrile was warmed at reflux for 2h. The mixture was cooled to room temperature and filtered. The filtrate was evaporated in vacuo. The crude product was purified by flash chromatography over silica gel, eluting with a 95:5 v:v mixture of dichloromethane and methanol to give 184 mg of the title product of... Starting materials: [Si](C)(C)(C(C)(C)C)O[C@H]([C@H](C=1OC(=NN1)C1=CC=C(C=C1)C#N)NC1=CC=C(C=2SC=CC21)C#N)C (4-((1R,2S)-2-(tert-butyldimethylsilyloxy)-1-(5-(4-cyanophenyl)-1,3,4-oxadiazol-2-yl)propylamino)benzo[b]thiophene-7-carbonitrile), CCCC[N+](CCCC)(CCCC)CCCC.[F-] (TBAF). Run in C1CCOC1 (THF). Reaction conditions: time 2 hour. The product is C(#N)C1=CC=C(C=C1)C1=NN=C(O1)[C@@H]([C@H](C)O)NC1=CC=C(C=2SC=CC21)C#N (4-((1R,2S)-1-(5-(4-cyanophenyl)-1,3,4-oxadiazol-2-yl)-2-hydroxypropylamino)benzo[b]thiophene-7-carbonitrile), 4-(1R,2S)-1-(5-(4-cyanophenyl)-1,3,4-oxadiazol-2-O-2-hydroxypropylamino)benzo[b]thiophene-7-carbonitrile. The yield is 63.0%. Reaction SMILES: [Si]([O:8][C@@H:9]([CH3:36])[C@@H:10]([NH:24][C:25]1[C:33]2[CH:32]=[CH:31][S:30][C:29]=2[C:28]([C:34]#[N:35])=[CH:27][CH:26]=1)[C:11]1[O:12][C:13]([C:16]2[CH:21]=[CH:20][C:19]([C:22]#[N:23])=[CH:18][CH:17]=2)=[N:14][N:15]=1)(C(C)(C)C)(C)C.CCCC[N+](CCCC)(CCCC)CCCC.[F-]>C1COCC1>[C:22]([C:19]1[CH:20]=[CH:21][C:16]([C:13]2[O:12][C:11]([C@H:10]([NH:24][C:25]3[C:33]4[CH:32]=[CH:31][S:30][C:29]=4[C:28]([C:34]#[N:35])=[CH:27][CH:26]=3)[C@@H:9]([OH:8])[CH3:36])=[N:15][N:14]=2)=[CH:17][CH:18]=1)#[N:23] |f:1.2|. Procedure details: To a solution of 4-((1R,2S)-2-(tert-butyldimethylsilyloxy)-1-(5-(4-cyanophenyl)-1,3,4-oxadiazol-2-yl)propylamino)benzo[b]thiophene-7-carbonitrile (355 mg, 0.69 mmol) in THF (33 mL) was added TBAF (0.70 mL, 0.70 mmol, 1 M solution in THF) at −50° C. After addition, the reaction mixture was stirred between −30° C. to −50° C. for 2 h, then quenched by adding saturated aqueous NH4Cl solution (10 mL) and extracted with EtOAc. The EtOAc extracts were washed with water, brine, dried over Na2SO4. The so...